This data is from the Open Reaction Database (ORD), a public repository of structured organic reaction records. The task is: describe an organic reaction: reactants, conditions, products, and yield As a reaction SMILES: [F:1][C:2]1[CH:16]=[CH:15][C:5]2[C:6]([CH:9]3[CH2:14][CH2:13][NH:12][CH2:11][CH2:10]3)=[N:7][O:8][C:4]=2[CH:3]=1.C([O-])([O-])=O.[K+].[K+].Cl[CH2:24]/[CH:25]=[CH:26]\[CH2:27][O:28][C:29]1[CH:34]=[CH:33][C:32]([C:35](=[O:37])[CH3:36])=[CH:31][C:30]=1[O:38][CH3:39]>C(#N)C>[F:1][C:2]1[CH:16]=[CH:15][C:5]2[C:6]([CH:9]3[CH2:10][CH2:11][N:12]([CH2:24]/[CH:25]=[CH:26]\[CH2:27][O:28][C:29]4[CH:34]=[CH:33][C:32]([C:35](=[O:37])[CH3:36])=[CH:31][C:30]=4[O:38][CH3:39])[CH2:13][CH2:14]3)=[N:7][O:8][C:4]=2[CH:3]=1 |f:1.2.3|. Procedure: A stirred mixture of 6-fluoro-3-(4-piperidinyl)-1,2-benzisoxazole (2.2 g, 10 mmol), K2CO3 (1.8 g, 13 mmol) and (Z)-1-[4-[(4-chloro-2-butenyl)oxy]-3-methoxyphenyl]ethanone (3.43 g, 9.7 mmol) in acetonitrile (100 ml) was heated at reflux for 11/2 hours. At the end of the reaction, the solvent was removed and the inorganics were filtered after addition of dichloromethane (250 ml). The dichloromethane solvent was removed again. The crude oil was purified on two flash chromatography columns to give a... Yields the product FC1=CC2=C(C(=NO2)C2CCN(CC2)C\C=C/COC2=C(C=C(C=C2)C(C)=O)OC)C=C1 ((Z)-1-[4-[[4-[4-(6-Fluoro-1,2-benzisoxazol-3-yl)-1-piperidinyl]-2-butenyl]oxy]-3-methoxyphenyl]ethanone). The reactants are FC1=CC2=C(C(=NO2)C2CCNCC2)C=C1 (6-fluoro-3-(4-piperidinyl)-1,2-benzisoxazole), C(=O)([O-])[O-].[K+].[K+] (K2CO3), ClC\C=C/COC1=C(C=C(C=C1)C(C)=O)OC ((Z)-1-[4-[(4-chloro-2-butenyl)oxy]-3-methoxyphenyl]ethanone). Solvent: C(C)#N (acetonitrile). The yield is 65.4%. The reactants are O=C([O-])[O-], C=CC(=O)OCc1ccccc1, CC(=O)C1CCCCC1=O, CC[N+](CC)(CC)Cc1ccccc1, Cc1ccccc1, [Cl-], [K+], [K+]. Product: CC(=O)C1(CCC(=O)OCc2ccccc2)CCCCC1=O. As a reaction SMILES: [C:11](=[O:12])([O-:13])[O-:14].[C:17]([CH:18]=[CH2:19])(=[O:20])[O:21][CH2:22][c:23]1[cH:24][cH:25][cH:26][cH:27][cH:28]1.[C:1]([CH3:2])(=[O:3])[CH:4]1[C:5](=[O:10])[CH2:6][CH2:7][CH2:8][CH2:9]1.[CH2:30]([N+:31]([CH2:32][CH3:33])([CH2:34][CH3:35])[CH2:36][CH3:37])[c:38]1[cH:39][cH:40][cH:41][cH:42][cH:43]1.[CH3:44][c:45]1[cH:46][cH:47][cH:48][cH:49][cH:50]1.[Cl-:29].[K+:15].[K+:16]>>[C:1]([CH3:2])(=[O:3])[C:4]1([CH2:19][CH2:18][C:17](=[O:20])[O:21][CH2:22][c:23]2[cH:24][cH:25][cH:26][cH:27][cH:28]2)[C:5](=[O:10])[CH2:6][CH2:7][CH2:8][CH2:9]1. Starting materials: CCCC(=O)OC(C)c1nccc(N2CCn3c(nnc3-c3nc4ccccc4s3)C2)n1, CO, [Li+], C1CCOC1, [OH-], O, O. The product is CC(O)c1nccc(N2CCn3c(nnc3-c3nc4ccccc4s3)C2)n1. As a reaction SMILES: [C:1](=[O:2])([CH2:3][CH2:4][CH3:5])[O:6][CH:7]([CH3:8])[c:9]1[n:10][cH:11][cH:12][c:13]([N:15]2[CH2:16][c:17]3[n:18]([c:21](-[c:24]4[s:25][c:26]5[c:27]([n:28]4)[cH:29][cH:30][cH:31][cH:32]5)[n:22][n:23]3)[CH2:19][CH2:20]2)[n:14]1.[CH3:37][OH:38].[Li+:35].[O:39]1[CH2:40][CH2:41][CH2:42][CH2:43]1.[OH-:34].[OH2:33].[OH2:36]>>[OH:6][CH:7]([CH3:8])[c:9]1[n:10][cH:11][cH:12][c:13]([N:15]2[CH2:16][c:17]3[n:18]([c:21](-[c:24]4[s:25][c:26]5[c:27]([n:28]4)[cH:29][cH:30][cH:31][cH:32]5)[n:22][n:23]3)[CH2:19][CH2:20]2)[n:14]1. Reactants: C1(CCCC1)N1C(C(=CC2=C1N=C(N=C2)SC)C)=O (8-Cyclopentyl-6-methyl-2-methylsulfanyl-8H-pyrido[2,3-d]pyrimidin-7-one), BrN1C(CCC1=O)=O (N-bromosuccinimide). Solvent: C(Cl)(Cl)(Cl)Cl (carbon tetrachloride). Run at time 3 hour. Yields the product BrCC1=CC2=C(N=C(N=C2)SC)N(C1=O)C1CCCC1 (6-bromomethyl-8-cyclopentyl-2-methylsulfanyl-8H-pyrido[2,3-d]pyrimidin-7-one). Isolated yield 32.0%. Reaction SMILES: [CH:1]1([N:6]2[C:11]3[N:12]=[C:13]([S:16][CH3:17])[N:14]=[CH:15][C:10]=3[CH:9]=[C:8]([CH3:18])[C:7]2=[O:19])[CH2:5][CH2:4][CH2:3][CH2:2]1.[Br:20]N1C(=O)CCC1=O>C(Cl)(Cl)(Cl)Cl>[Br:20][CH2:18][C:8]1[C:7](=[O:19])[N:6]([CH:1]2[CH2:2][CH2:3][CH2:4][CH2:5]2)[C:11]2[N:12]=[C:13]([S:16][CH3:17])[N:14]=[CH:15][C:10]=2[CH:9]=1. Reported procedure: 8-Cyclopentyl-6-methyl-2-methylsulfanyl-8H-pyrido[2,3-d]pyrimidin-7-one (3.5 g, 12.7 mmol) and N-bromosuccinimide (2.6 g, 14.6 mmol) in carbon tetrachloride (100 ml) were irradiated with ultraviolet light allowing the temperature to reach 45° C. over 3 hours. The mixture was filtered, washed with dilute sodium sulfite solution, then brine, and dried over anhydrous magnesium sulfate. The crude product was chromatographed on silica gel eluting with 1:1 ethyl acetate:hexane to provide 6-bromomethyl... Reactants: CC1(OC2=C(C1C1=CC=C(C=C1)C)C(=C(C(=C2C)C)[N+](=O)[O-])C)C (2,2,4,6,7-Pentamethyl-3-(4-methylphenyl)-5-nitro-2,3-dihydrobenzofuran), [OH-].[Na+] (sodium hydroxide). The reagents and catalysts are [Zn] (Zinc). The solvent is CO (methanol). The product is NC=1C(=C(C2=C(C(C(O2)(C)C)C2=CC=C(C=C2)C)C1C)C)C (5-Amino-2,2,4,6,7-pentamethyl-3-(4-methylphenyl)-2,3-dihydrobenzofuran). Yield: 61.6%. RXN SMILES: [CH3:1][C:2]1([CH3:24])[CH:6]([C:7]2[CH:12]=[CH:11][C:10]([CH3:13])=[CH:9][CH:8]=2)[C:5]2[C:14]([CH3:23])=[C:15]([N+:20]([O-])=O)[C:16]([CH3:19])=[C:17]([CH3:18])[C:4]=2[O:3]1.[OH-].[Na+]>CO.[Zn]>[NH2:20][C:15]1[C:16]([CH3:19])=[C:17]([CH3:18])[C:4]2[O:3][C:2]([CH3:24])([CH3:1])[CH:6]([C:7]3[CH:12]=[CH:11][C:10]([CH3:13])=[CH:9][CH:8]=3)[C:5]=2[C:14]=1[CH3:23] |f:1.2|. Procedure: 2,2,4,6,7-Pentamethyl-3-(4-methylphenyl)-5-nitro-2,3-dihydrobenzofuran (1.26 g, 3.9 mmol) was dissolved in methanol (30 ml). Zinc powder (1.3 g) and 1N sodium hydroxide (15 ml) were added to the solution and the mixture was heated under reflux for 3 hours. Insoluble materials were filtered off and water was added. The mixture was extracted with ethyl acetate. The extract was washed with water, dried and then the solvent was distilled off. The residue was purified by column chromatography on sili... The reactants are C(C)(=O)[O-].C(C)(=O)[O-].C(C)(=O)[O-].C(C)(=O)[O-].[Pb+4] (Lead tetraacetate), O1CCC2=C1C=CC=C2CCCNC(=O)C2CC2 (cyclopropanecarboxylic acid [3-(2,3-dihydro-benzofuran-4-yl)-propyl]-amide). Run in C(C)(=O)O (acetic acid). Conditions: time 24 hour. Product: O1C=CC2=C1C=CC=C2CCCNC(=O)C2CC2 (Cyclopropanecarboxylic acid [3-(benzofuran-4-yl)-propyl]-amide). Yield: 15.1%. Reaction SMILES: C([O-])(=O)C.C([O-])(=O)C.C([O-])(=O)C.C([O-])(=O)C.[Pb+4].[O:18]1[C:22]2[CH:23]=[CH:24][CH:25]=[C:26]([CH2:27][CH2:28][CH2:29][NH:30][C:31]([CH:33]3[CH2:35][CH2:34]3)=[O:32])[C:21]=2[CH2:20][CH2:19]1>C(O)(=O)C>[O:18]1[C:22]2[CH:23]=[CH:24][CH:25]=[C:26]([CH2:27][CH2:28][CH2:29][NH:30][C:31]([CH:33]3[CH2:34][CH2:35]3)=[O:32])[C:21]=2[CH:20]=[CH:19]1 |f:0.1.2.3.4|. Reported procedure: Lead tetraacetate (194 mg) was added to a solution of cyclopropanecarboxylic acid [3-(2,3-dihydro-benzofuran-4-yl)-propyl]-amide (100 mg) in acetic acid (1.5 ml) at 10°. The mixture was stirred at room temperature for 4 h and at 50° for 24 h. The solvent was evaporated and the residue purified by chromatography on silica. Elution with hexane/ethyl acetate gave the title compound as an oil (15 mg). The reactants are CC1=CNC=2N=C(NC(C21)=O)S (5-methyl-2-mercapto-7H-pyrrolo[2,3-d]pyrimidin-4(3H)-one), [OH-].[Na+] (sodium hydroxide), ClC1=C(C(=O)C2=CC=C(CBr)C=C2)C=CC(=C1)Cl (4-(2,4-dichlorobenzoyl)benzyl bromide). Run in CO (methanol), COCCOC (DME). Conditions: time 4 hour. Yields the product ClC1=C(C(=O)C2=CC=C(CSC=3NC(C4=C(N3)NC=C4C)=O)C=C2)C=CC(=C1)Cl (2-[4-(2,4-Dichlorobenzoyl)benzyl]thio-5-methyl-7H-pyrrolo[2,3-d]pyrimidin-4(3H)-one). Isolated yield 60.9%. RXN SMILES: [CH3:1][C:2]1[C:10]2[C:9](=[O:11])[NH:8][C:7]([SH:12])=[N:6][C:5]=2[NH:4][CH:3]=1.[OH-].[Na+].[Cl:15][C:16]1[CH:31]=[C:30]([Cl:32])[CH:29]=[CH:28][C:17]=1[C:18]([C:20]1[CH:27]=[CH:26][C:23]([CH2:24]Br)=[CH:22][CH:21]=1)=[O:19]>CO.COCCOC>[Cl:15][C:16]1[CH:31]=[C:30]([Cl:32])[CH:29]=[CH:28][C:17]=1[C:18]([C:20]1[CH:21]=[CH:22][C:23]([CH2:24][S:12][C:7]2[NH:8][C:9](=[O:11])[C:10]3[C:2]([CH3:1])=[CH:3][NH:4][C:5]=3[N:6]=2)=[CH:26][CH:27]=1)=[O:19] |f:1.2|. Procedure details: In methanol (18.7 ml) was suspended 5-methyl-2-mercapto-7H-pyrrolo[2,3-d]pyrimidin-4(3H)-one (1.36 g) followed by addition of 1N-sodium hydroxide (7.88 ml) for dissolution. Then, under ice-cooling, a solution of 4-(2,4-dichlorobenzoyl)benzyl bromide (3.09 g) in DME (8 ml) was added dropwise. The mixture was stirred at room temperature for 4 hours and the resulting crystalline precipitate was collected by filtration and rinsed with water. The crystals were further rinsed with 50% ethanol/water, m... The reactants are C(=O)([O-])[O-].[K+].[K+] (K2CO3), COC(CSC1=NC(=NC(=C1C=O)Cl)N)=O ((2-amino-6-chloro-5-formyl-pyrimidin-4-ylsulfanyl)-acetic acid methyl ester), O (water). Solvent: O1CCOCC1 (dioxane). Run at temperature 100 celsius. The product is COC(=O)C1=CC2=C(N=C(N=C2Cl)N)S1 (2-amino-4-chloro-thieno[2,3-d]pyrimidine-6-carboxylic acid methyl ester). Isolated yield 86.4%. RXN SMILES: [CH3:1][O:2][C:3](=[O:16])[CH2:4][S:5][C:6]1[C:11]([CH:12]=O)=[C:10]([Cl:14])[N:9]=[C:8]([NH2:15])[N:7]=1.C([O-])([O-])=O.[K+].[K+].O>O1CCOCC1>[CH3:1][O:2][C:3]([C:4]1[S:5][C:6]2[N:7]=[C:8]([NH2:15])[N:9]=[C:10]([Cl:14])[C:11]=2[CH:12]=1)=[O:16] |f:1.2.3|. Procedure details: To a mixture of (2-amino-6-chloro-5-formyl-pyrimidin-4-ylsulfanyl)-acetic acid methyl ester (Preparation #22e, 0.20 g, 0.76 mmol) in dioxane (7.6 mL) was added K2CO3 (0.21 g, 1.5 mmol). The resulting mixture was heated at about 100° C. overnight, cooled to room temperature and water (1 mL) added to dissolve base. The remaining solid was filtered and washed with MeOH to give 2-amino-4-chloro-thieno[2,3-d]pyrimidine-6-carboxylic acid methyl ester (0.16 g, 84%) as a pale yellow solid; RP-HPLC (Tabl... Reactants: [Na] (sodium), ON=C(C(=O)N)C#N (2-hydroxyimino-2-cyanoacetic acid amide), O (water), ice water, ClC(=O)OCC(C)C (isobutyl chloroformate). Solvent: CC(=O)C (acetone). Reaction conditions: temperature 20 celsius, time 1 hour. Product: C(C(C)C)OC(=O)ON=C(C(=O)N)C#N (2-isobutoxycarbonyloxyimino-2-cyanoacetic acid amide). Isolated yield 57.5%. RXN SMILES: [Na].[OH:2][N:3]=[C:4]([C:8]#[N:9])[C:5]([NH2:7])=[O:6].O.Cl[C:12]([O:14][CH2:15][CH:16]([CH3:18])[CH3:17])=[O:13]>CC(C)=O>[CH2:15]([O:14][C:12]([O:2][N:3]=[C:4]([C:8]#[N:9])[C:5]([NH2:7])=[O:6])=[O:13])[CH:16]([CH3:18])[CH3:17] |^1:0|. Reported procedure: A mixture of sodium salt of 2-hydroxyimino-2-cyanoacetic acid amide (13.5 g), water (80 ml) and acetone (10 ml) is cooled with ice-water, and isobutyl chloroformate (13.7 g) is dropwise added thereto. The resulting mixture is, after adjusted to pH 7, stirred at a temperature lower than 20°C for 1 hour. The precipitated crystals are collected by filtration and washed with water to give 2-isobutoxycarbonyloxyimino-2-cyanoacetic acid amide (12.3 g). A part of the product is recrystallized from ethy...